From a dataset of the Open Reaction Database (ORD), a public repository of structured organic reaction records. describe an organic reaction: reactants, conditions, products, and yield Reactants: Cc1ccc(O)c(Br)n1, O=C([O-])[O-], CC(C)=O, CI, [K+], [K+]. Product: COc1ccc(C)nc1Br. Reaction SMILES: [Br:1][c:2]1[n:3][c:4]([CH3:9])[cH:5][cH:6][c:7]1[OH:8].[C:10](=[O:11])([O-:12])[O-:13].[CH3:18][C:19](=[O:20])[CH3:21].[I:16][CH3:17].[K+:14].[K+:15]>>[Br:1][c:2]1[n:3][c:4]([CH3:9])[cH:5][cH:6][c:7]1[O:8][CH3:10]. Reactants: [H-].[Li+] (LiH), O=C1NC=CC=C1C(=O)OC (methyl 2-oxo-1,2-dihydropyridine-3-carboxylate), CN(C)C=O (DMF), BrCC1CC1 ((bromomethyl) cyclopropane). The solvent is CCOC(=O)C (EtOAc). Reaction conditions: temperature 50 celsius, time 30 minute. Product: C1(CC1)CN1C(C(=NC=C1)C(=O)OC)=O (methyl 4-(cyclopropylmethyl)-3-oxo-3,4-dihydropyrazine-2-carboxylate). The yield is 64.0%. As a reaction SMILES: [H-].[Li+].[O:3]=[C:4]1[C:9]([C:10]([O:12][CH3:13])=[O:11])=C[CH:7]=[CH:6][NH:5]1.Br[CH2:15][CH:16]1[CH2:18][CH2:17]1.C[N:20](C=O)C>CCOC(C)=O>[CH:18]1([CH2:17][N:5]2[CH:6]=[CH:7][N:20]=[C:9]([C:10]([O:12][CH3:13])=[O:11])[C:4]2=[O:3])[CH2:16][CH2:15]1 |f:0.1|. Reported procedure: LiH (7.7 mg, 0.97 mmol) was added to the solution of methyl 2-oxo-1,2-dihydropyridine-3-carboxylate (0.10 g, 0.65 mmol) in DMF (3 mL) at 0° C. After stirring for 30 minutes, (bromomethyl) cyclopropane (0.18 g, 1.30 mmol) was added to the reaction mixture at the temperature, and the reaction was warmed to 50° C. After stirring for 3 days at 50° C., the reaction mixture was diluted with EtOAc, quenched with ice water, extracted with EtOAc, dried over MgSO4, and concentrated. The crude was purified... Reactants: C(C)OC(CC1=C(C=CC(=C1)OC1=C(C=C(C=C1)Br)CBr)C(F)(F)F)=O ([5-(4-bromo-2-bromomethyl-phenoxy)-2-trifluoromethyl-phenyl]-acetic acid ethyl ester), C[C@H]1NC(O[C@H]1C1=CC=CC=C1)=O ((4R,5S)-4-methyl-5-phenyl-2-oxazolidinone). Yields the product C(C)OC(CC1=C(C=CC(=C1)OC1=C(C=C(C=C1)Br)CN1C(O[C@H]([C@H]1C)C1=CC=CC=C1)=O)C(F)(F)F)=O ({5-[4-Bromo-2-((4R,5S)-4-methyl-2-oxo-5-phenyl-oxazolidin-3-ylmethyl)-phenoxy]-2-trifluoromethyl-phenyl}-acetic acid ethyl ester). RXN SMILES: [CH2:1]([O:3][C:4](=[O:26])[CH2:5][C:6]1[CH:11]=[C:10]([O:12][C:13]2[CH:18]=[CH:17][C:16]([Br:19])=[CH:15][C:14]=2[CH2:20]Br)[CH:9]=[CH:8][C:7]=1[C:22]([F:25])([F:24])[F:23])[CH3:2].[CH3:27][C@@H:28]1[C@H:32]([C:33]2[CH:38]=[CH:37][CH:36]=[CH:35][CH:34]=2)[O:31][C:30](=[O:39])[NH:29]1>>[CH2:1]([O:3][C:4](=[O:26])[CH2:5][C:6]1[CH:11]=[C:10]([O:12][C:13]2[CH:18]=[CH:17][C:16]([Br:19])=[CH:15][C:14]=2[CH2:20][N:29]2[C@H:28]([CH3:27])[C@H:32]([C:33]3[CH:38]=[CH:37][CH:36]=[CH:35][CH:34]=3)[O:31][C:30]2=[O:39])[CH:9]=[CH:8][C:7]=1[C:22]([F:23])([F:25])[F:24])[CH3:2]. Reported procedure: Prepared according to the procedure described in Example 24, Step 7, using the following starting materials: [5-(4-bromo-2-bromomethyl-phenoxy)-2-trifluoromethyl-phenyl]-acetic acid ethyl ester and (4R,5S)-4-methyl-5-phenyl-2-oxazolidinone. Reported procedure: trans-4-Hydroxy-N-methoxy-N-methylcyclohexanecarboxamide (536 mg, 2.86 mmol) in N,N-dimethylformamide (5 mL) was mixed with sodium hydride (55 wt % dispersion in mineral oil, 150 mg, 3.44 mmol) and methyl iodide (214 μL, 3.44 mmol) under cooling with ice and stirred for 3 hours while the temperature was gradually raised to room temperature. After addition of water, the reaction mixture was extracted with ethyl acetate, and the organic layer was washed with saturated aqueous sodium chloride, drie... Run at time 3 hour. Isolated yield 96.6%. RXN SMILES: [OH:1][C@H:2]1[CH2:7][CH2:6][C@H:5]([C:8]([N:10]([O:12][CH3:13])[CH3:11])=[O:9])[CH2:4][CH2:3]1.[H-].[Na+].[CH3:16]I.O>CN(C)C=O>[CH3:13][O:12][N:10]([CH3:11])[C:8]([C@H:5]1[CH2:6][CH2:7][C@H:2]([O:1][CH3:16])[CH2:3][CH2:4]1)=[O:9] |f:1.2|. Run in CN(C=O)C (N,N-dimethylformamide). Product: CON(C(=O)[C@@H]1CC[C@H](CC1)OC)C (trans-N,4-Dimethoxy-N-methylcyclohexanecarboxamide). Reactants: O[C@@H]1CC[C@H](CC1)C(=O)N(C)OC (trans-4-Hydroxy-N-methoxy-N-methylcyclohexanecarboxamide), [H-].[Na+] (sodium hydride), CI (methyl iodide), O (water). The reactants are CN(C)C=O (DMF), COC1=CC=C(CN2CCC(=CC3=C2C=CC(=C3)C3=CC=C(C=C3)OCCOCCC)C(=O)O)C=C1 (1-(4-methoxybenzyl)-7-(4-propoxyethoxyphenyl)-2,3-dihydro-1-benzazepine-4-carboxylic acid), S(=O)(Cl)Cl (thionyl chloride). Run in O1CCCC1 (tetrahydrofuran). Run at time 1 hour. Product: COC1=CC=C(CN2CCC(=CC3=C2C=CC(=C3)C3=CC=C(C=C3)OCCOCCC)C(=O)NC3=CC=C(C=C3)CN(C3CCOCC3)C)C=C1 (1-(4-methoxybenzyl)-N-[4-[[N-methyl-N-(tetrahydropyran-4-yl)amino]methyl]phenyl]-7-(4-propoxyethoxyphenyl)-2,3-dihydro-1-benzazepine-4-carboxamide). Reaction SMILES: [CH3:1][N:2]([CH:4]=O)[CH3:3].[CH3:6][O:7][C:8]1[CH:41]=[CH:40][C:11]([CH2:12][N:13]2[C:19]3[CH:20]=[CH:21][C:22]([C:24]4[CH:29]=[CH:28][C:27]([O:30][CH2:31][CH2:32][O:33][CH2:34][CH2:35][CH3:36])=[CH:26][CH:25]=4)=[CH:23][C:18]=3[CH:17]=[C:16]([C:37](O)=[O:38])[CH2:15][CH2:14]2)=[CH:10][CH:9]=1.S(Cl)(Cl)=O>O1CCCC1>[CH3:6][O:7][C:8]1[CH:9]=[CH:10][C:11]([CH2:12][N:13]2[C:19]3[CH:20]=[CH:21][C:22]([C:24]4[CH:25]=[CH:26][C:27]([O:30][CH2:31][CH2:32][O:33][CH2:34][CH2:35][CH3:36])=[CH:28][CH:29]=4)=[CH:23][C:18]=3[CH:17]=[C:16]([C:37]([NH:13][C:19]3[CH:20]=[CH:21][C:22]([CH2:4][N:2]([CH3:1])[CH:3]4[CH2:32][CH2:31][O:30][CH2:27][CH2:26]4)=[CH:23][CH:18]=3)=[O:38])[CH2:15][CH2:14]2)=[CH:40][CH:41]=1. Procedure: One droplet of DMF was added to a solution of 1-(4-methoxybenzyl)-7-(4-propoxyethoxyphenyl)-2,3-dihydro-1-benzazepine-4-carboxylic acid (110 mg) in tetrahydrofuran (10 ml). Then, thionyl chloride (96 mg) was added at 0° C., the temperature was returned to room temperature, and the mixture was stirred under nitrogen atmosphere for 1 hour. The solvent and excess thionyl chloride were evaporated under reduced pressure, the resulting residue was suspended in tetrahydrofuran (30 ml), and the suspensi... Reactants: N (ammonia), NC=1C=C(C(C#N)=CC1)C#N (4-aminophthalonitrile), C[O-].[Na+] (sodium methoxide). The product is NC=1C=C2C(NC(C2=CC1)=N)=N (5-Amino-1,3-diiminoisoindoline). RXN SMILES: [NH3:1].[NH2:2][C:3]1[CH:4]=[C:5]([C:11]#[N:12])[C:6](=[CH:9][CH:10]=1)[C:7]#[N:8].C[O-].[Na+]>>[NH2:2][C:3]1[CH:4]=[C:5]2[C:6](=[CH:9][CH:10]=1)[C:7](=[NH:8])[NH:12][C:11]2=[NH:1] |f:2.3|. Procedure: 5-Amino-1,3-diiminoisoindoline was synthesized by passing gaseous ammonia through methanolic solution of 4-aminophthalonitrile in the presence of sodium methoxide. Starting materials: C1(=CC=CC=C1)CC(=O)N[C@H]1C(NOC1)=O ((4R)-4-phenylacetamido-3-isoxazolidinone), [H-].[Na+] (sodium hydride), ClC1(OC(C=C1)=O)C(=O)OCC1=CC=CC=C1 (benzyl 2-chloro-2,5-dihydro-5-oxo-2-furancarboxylate). Run in CN(C=O)C (N,N-dimethylformamide), CN(C=O)C (N,N-dimethylformamide), O (water), C(C)(=O)OCC (ethyl acetate), C(C)(=O)OCC (ethyl acetate). Run at temperature -10 celsius. Yields the product C1(=CC=CC=C1)CC(=O)N[C@H]1C(N(OC1)C1(OC(C=C1)=O)C(=O)OCC1=CC=CC=C1)=O (benzyl 2-[(4R)-4-phenylacetamido-3-oxo-2-isoxazolidinyl]-5-oxo-2,5-dihydro-2-furancarboxylate). Isolated yield 20.1%. Reaction SMILES: [C:1]1([CH2:7][C:8]([NH:10][C@@H:11]2[CH2:15][O:14][NH:13][C:12]2=[O:16])=[O:9])[CH:6]=[CH:5][CH:4]=[CH:3][CH:2]=1.[H-].[Na+].Cl[C:20]1([C:26]([O:28][CH2:29][C:30]2[CH:35]=[CH:34][CH:33]=[CH:32][CH:31]=2)=[O:27])[CH:24]=[CH:23][C:22](=[O:25])[O:21]1>CN(C)C=O.C(OCC)(=O)C.O>[C:1]1([CH2:7][C:8]([NH:10][C@@H:11]2[CH2:15][O:14][N:13]([C:20]3([C:26]([O:28][CH2:29][C:30]4[CH:35]=[CH:34][CH:33]=[CH:32][CH:31]=4)=[O:27])[CH:24]=[CH:23][C:22](=[O:25])[O:21]3)[C:12]2=[O:16])=[O:9])[CH:6]=[CH:5][CH:4]=[CH:3][CH:2]=1 |f:1.2|. Reported procedure: In 3 ml of anhydrous N,N-dimethylformamide was dissolved 220 mg of (4R)-4-phenylacetamido-3-isoxazolidinone. To the solution was added, under ice-cooling and stirring, 60 mg of sodium hydride (50% mineral oil), which was stirred for 10 minutes. Then the reaction solution was cooled to -10° C., to which was added under stirring 0.7 ml of anhydrous N,N-dimethylformamide solution dissolving 250 mg of the Compound (28) obtained in Example 28. The reaction solution was stirred at the same temperature...